Dataset: the Open Reaction Database (ORD), a public repository of structured organic reaction records. Task: describe an organic reaction: reactants, conditions, products, and yield Reactants: [OH-].[Na+] (sodium hydroxide), C(=O)(OCC)C(C(=O)OCC)C(CC(=O)OCC)C1=CC(=CC=C1)F (diethyl 2-carbethoxy-3-(3-fluorophenyl)glutarate). Solvent: O (water), C(C)O (ethanol). Yields the product FC=1C=C(C=CC1)C(CC(=O)O)CC(=O)O (3-(3-fluorophenyl)glutaric acid). Yield: 77.3%. Reaction SMILES: [OH-].[Na+].[C:3]([CH:8]([CH:14]([C:21]1[CH:26]=[CH:25][CH:24]=[C:23]([F:27])[CH:22]=1)[CH2:15][C:16]([O:18]CC)=[O:17])C(OCC)=O)([O:5]CC)=[O:4]>O.C(O)C>[F:27][C:23]1[CH:22]=[C:21]([CH:14]([CH2:8][C:3]([OH:5])=[O:4])[CH2:15][C:16]([OH:18])=[O:17])[CH:26]=[CH:25][CH:24]=1 |f:0.1|. Procedure: To a hot solution of sodium hydroxide (19.15 g, 0.479 mol) in water (50 ml) was added a solution of diethyl 2-carbethoxy-3-(3-fluorophenyl)glutarate (18.8 g, 0.0532 mol) in ethanol (36 ml). The resulting slurry was refluxed for 5 hrs. The mixture was poured into icewater and the ethanol was removed by spin evaporation in vacuo. The residual aqueous solution was acidified with concentrated hydrochloric acid (12N) and the solution (200 ml) was extracted with ethyl acetate (3×300 ml). The ethyl ace... Starting materials: O (water), OC(C(=O)C1=CC=CC=C1)C (2-hydroxy-1-phenylpropan-1-one), [O-]C#N.[K+] (potassium cyanate), C(C)(=O)O (acetic acid). The solvent is CC(C)O (2-propanol). Run at temperature 50 celsius, time 5 hour. The product is CC1=C(NC(O1)=O)C1=CC=CC=C1 (5-methyl-4-phenyl-1,3-oxazol-2(3H)-one). The yield is 36.9%. As a reaction SMILES: [OH:1][CH:2]([CH3:11])[C:3]([C:5]1[CH:10]=[CH:9][CH:8]=[CH:7][CH:6]=1)=O.[O-:12][C:13]#[N:14].[K+].C(O)(=O)C.O>CC(O)C>[CH3:11][C:2]1[O:1][C:13](=[O:12])[NH:14][C:3]=1[C:5]1[CH:10]=[CH:9][CH:8]=[CH:7][CH:6]=1 |f:1.2|. Procedure details: To a solution of 2-hydroxy-1-phenylpropan-1-one (1.00 g, 6.66 mmol) and potassium cyanate (1.08 g, 13.3 mmol) in 2-propanol (15 mL) was added dropwise acetic acid (960 mg, 16.0 mmol) at 50° C. over 1 hr. The mixture was stirred at 50° C. for 5 hr, and the reaction mixture was poured into water. The resulting precipitate was collected by filtration and recrystallized from isopropyl ether-hexane to give the title compound (430 mg, yield 37%) as white crystals. Starting materials: COC(=O)c1cccc2[nH]c3c(c12)C(=O)CCC3, O=C([O-])[O-], CCOC(C)=O, BrCc1cccc(I)c1, [K+], [K+], CN(C)C=O. Yields the product COC(=O)c1cccc2c1c1c(n2Cc2cccc(I)c2)CCCC1=O. As a reaction SMILES: [C:1](=[O:2])([O:3][CH3:4])[c:5]1[c:6]2[c:7]3[c:12]([nH:13][c:14]2[cH:15][cH:16][cH:17]1)[CH2:11][CH2:10][CH2:9][C:8]3=[O:18].[C:28](=[O:29])([O-:30])[O-:31].[CH3:39][CH2:40][O:41][C:42](=[O:43])[CH3:44].[I:19][c:20]1[cH:21][c:22]([CH2:23][Br:24])[cH:25][cH:26][cH:27]1.[K+:32].[K+:33].[O:34]=[CH:35][N:36]([CH3:37])[CH3:38]>>[C:1](=[O:2])([O:3][CH3:4])[c:5]1[c:6]2[c:7]3[c:12]([n:13]([CH2:23][c:22]4[cH:21][c:20]([I:19])[cH:27][cH:26][cH:25]4)[c:14]2[cH:15][cH:16][cH:17]1)[CH2:11][CH2:10][CH2:9][C:8]3=[O:18]. Reactants: BrC1=CC=C(S1)C(CC(=O)OCC)=O (ethyl 3-(5-bromothiophen-2-yl)-3-oxopropanoate), FC=1C=C(C=O)C=CC1 (3-fluorobenzaldehyde), N1CCCCC1 (piperidine), C(C)(=O)O (acetic acid). Run in C1=CC=CC=C1 (benzene). Yields the product BrC1=CC=C(S1)C(=O)C(C(=O)OCC)=CC1=CC(=CC=C1)F (ethyl 2-(5-bromothiophene-2-carbonyl)-3-(3-fluorophenyl)acrylate). The yield is 98.1%. As a reaction SMILES: [Br:1][C:2]1[S:6][C:5]([C:7](=[O:14])[CH2:8][C:9]([O:11][CH2:12][CH3:13])=[O:10])=[CH:4][CH:3]=1.[F:15][C:16]1[CH:17]=[C:18]([CH:21]=[CH:22][CH:23]=1)[CH:19]=O.N1CCCCC1.C(O)(=O)C>C1C=CC=CC=1>[Br:1][C:2]1[S:6][C:5]([C:7]([C:8](=[CH:19][C:18]2[CH:21]=[CH:22][CH:23]=[C:16]([F:15])[CH:17]=2)[C:9]([O:11][CH2:12][CH3:13])=[O:10])=[O:14])=[CH:4][CH:3]=1. Procedure: A solution of ethyl 3-(5-bromothiophen-2-yl)-3-oxopropanoate (2.456 g, 8.86 mmol, from Preparation 1, Step 1), 3-fluorobenzaldehyde (1.034 ml, 9.75 mmol), piperidine (0.088 ml, 0.886 mmol) and acetic acid (0.389 ml, 6.8 mmol) in benzene (50 ml) was heated at 85° C. for 6 h using a Dean-Stark trap to remove the formed water. The reaction solution was concentrated. The crude product was dissolved in a small amount of toluene and charged to 80 g silica gel cartridge which was eluted with a 15 min g... Starting materials: C[C@@H]1CNC(C=2N1C=1C(=CC=CC1C2C)C)=O ((R)-4,6,10-Trimethyl-3,4-dihydro-2H-pyrazino[1,2-a]indol-1-one), [H-].[Al+3].[Li+].[H-].[H-].[H-] (lithium aluminum hydride), C(C(=O)O)(=O)O (oxalic acid). The solvent is CCOCC (ether). Product: C(C(=O)O)(=O)O.C[C@@H]1CNCC=2N1C=1C(=CC=CC1C2C)C ((R)-4,6,10-Trimethyl-1,2,3,4-tetrahydro-pyrazino[1,2-a]indole oxalate). Yield: 74.0%. As a reaction SMILES: [CH3:1][C@H:2]1[N:7]2[C:8]3[C:9]([CH3:16])=[CH:10][CH:11]=[CH:12][C:13]=3[C:14]([CH3:15])=[C:6]2[C:5](=O)[NH:4][CH2:3]1.[H-].[Al+3].[Li+].[H-].[H-].[H-].[C:24]([OH:29])(=[O:28])[C:25]([OH:27])=[O:26]>CCOCC>[C:24]([OH:29])(=[O:28])[C:25]([OH:27])=[O:26].[CH3:1][C@H:2]1[N:7]2[C:8]3[C:9]([CH3:16])=[CH:10][CH:11]=[CH:12][C:13]=3[C:14]([CH3:15])=[C:6]2[CH2:5][NH:4][CH2:3]1 |f:1.2.3.4.5.6,9.10|. Procedure details: (R)-4,6,10-Trimethyl-3,4-dihydro-2H-pyrazino[1,2-a]indol-1-one (200 mg, 0.88 mmol) was reacted with lithium aluminum hydride in accordance with the general method of example 15a). The crude material obtained was dissolved in ether (10 mL) and treated with oxalic acid solution (20% in ethanol, 7 mL). The precipitate was collected by filtration and dried to afford the title compound (196 mg, 74%). White solid. Anal. calc. for C16H20N2O4: C, 63.14; H, 6.62; N, 9.20; found: C, 62.86; H, 6.87; N, 8.9... Starting materials: COC(=O)c1cc(N)cc(C(=O)OC)c1, CC(=O)O, Cl, O=N[O-], [Na+], [Na+], [OH-], [OH-], O, O=C(O)Cc1ccccc1O. Yields the product COC(=O)c1cc(N=Nc2ccc(O)c(CC(=O)O)c2)cc(C(=O)OC)c1. Reaction SMILES: [CH3:1][O:2][C:3](=[O:4])[c:5]1[cH:6][c:7]([C:12](=[O:13])[O:14][CH3:15])[cH:8][c:9]([NH2:11])[cH:10]1.[CH3:36][C:37](=[O:38])[OH:39].[ClH:32].[N:16]([O-:17])=[O:18].[Na+:19].[Na+:35].[OH-:31].[OH-:34].[OH2:33].[OH:20][c:21]1[c:22]([CH2:27][C:28](=[O:29])[OH:30])[cH:23][cH:24][cH:25][cH:26]1>>[CH3:1][O:2][C:3](=[O:4])[c:5]1[cH:6][c:7]([C:12](=[O:13])[O:14][CH3:15])[cH:8][c:9]([N:11]=[N:16][c:24]2[cH:23][c:22]([CH2:27][C:28](=[O:29])[OH:30])[c:21]([OH:20])[cH:26][cH:25]2)[cH:10]1. Reactants: C1CCOC1, CC(C)(C)S(N)=O, CC(C)=O. The product is CC(C)=NS(=O)C(C)(C)C. RXN SMILES: [CH2:12]1[O:13][CH2:14][CH2:15][CH2:16]1.[CH3:1][C:2]([CH3:3])([CH3:4])[S:5](=[O:6])[NH2:7].[CH3:8][C:9]([CH3:10])=[O:11]>>[CH3:1][C:2]([CH3:3])([CH3:4])[S:5](=[O:6])[N:7]=[C:9]([CH3:8])[CH3:10]. Conditions: temperature 75 celsius. Procedure: To a solution of 8-amino-5-bromoquinoline (440 mg, 1.97 mmol) in CH3CN (39 mL) was added N-chlorosuccinimide (250 mg, 1.87 mmol). The mixture was stirred at 75° C. until no further conversion of the starting material was observed by LC/MS and TLC analysis. The mixture was allowed to cool to room temperature then concentrated. The residue was dissolved in EtOAc, then washed with water (2×50 mL) then saturated NaCl (aq) (50 mL). The organic phase was dried over Na2SO4, filtered, then concentrated.... Run in CC#N (CH3CN). The product is NC=1C(=CC(=C2C=CC=NC12)Br)Cl (8-Amino-5-bromo-7-chloroquinoline). As a reaction SMILES: [NH2:1][C:2]1[CH:3]=[CH:4][C:5]([Br:12])=[C:6]2[C:11]=1[N:10]=[CH:9][CH:8]=[CH:7]2.[Cl:13]N1C(=O)CCC1=O>CC#N>[NH2:1][C:2]1[C:3]([Cl:13])=[CH:4][C:5]([Br:12])=[C:6]2[C:11]=1[N:10]=[CH:9][CH:8]=[CH:7]2. Starting materials: NC=1C=CC(=C2C=CC=NC12)Br (8-amino-5-bromoquinoline), ClN1C(CCC1=O)=O (N-chlorosuccinimide). The reactants are CCC(CC)NC(=O)n1ccc2cc(Oc3ccnc(NC(=O)N4CCC(N5CCCC5)CC4)c3)ccc21, CCC(CC)NC(=O)n1ccc2cc(Oc3ccnc(NC(=O)Oc4ccccc4)c3)ccc21, CN(C)C=O, OC1CCNCC1. The product is CCC(CC)NC(=O)n1ccc2cc(Oc3ccnc(NC(=O)N4CCC(O)CC4)c3)ccc21. As a reaction SMILES: [CH2:42]([CH:43]([NH:44][C:45]([n:46]1[c:47]2[c:48]([cH:49][c:50]([O:51][c:52]3[cH:53][cH:54][n:55][c:56]([NH:57][C:58]([N:59]4[CH2:60][CH2:61][CH:62]([N:63]5[CH2:64][CH2:65][CH2:66][CH2:67]5)[CH2:68][CH2:69]4)=[O:70])[cH:71]3)[cH:72][cH:73]2)[cH:74][cH:75]1)=[O:76])[CH2:77][CH3:78])[CH3:79].[CH2:8]([CH3:9])[CH:10]([CH2:11][CH3:12])[NH:13][C:14](=[O:15])[n:16]1[cH:17][cH:18][c:19]2[cH:20][c:21]([O:25][c:26]3[cH:27][c:28]([NH:32][C:33]([O:34][c:35]4[cH:36][cH:37][cH:38][cH:39][cH:40]4)=[O:41])[n:29][cH:30][cH:31]3)[cH:22][cH:23][c:24]12.[CH3:80][N:81]([CH3:82])[CH:83]=[O:84].[OH:1][CH:2]1[CH2:3][CH2:4][NH:5][CH2:6][CH2:7]1>>[OH:1][CH:2]1[CH2:3][CH2:4][N:5]([C:33]([NH:32][c:28]2[cH:27][c:26]([O:25][c:21]3[cH:20][c:19]4[cH:18][cH:17][n:16]([C:14]([NH:13][CH:10]([CH2:8][CH3:9])[CH2:11][CH3:12])=[O:15])[c:24]4[cH:23][cH:22]3)[cH:31][cH:30][n:29]2)=[O:41])[CH2:6][CH2:7]1. The reactants are COC(C)(C)C1=CC=C(C=O)C=C1 (4-(1-methoxy-1-methylethyl)-benzaldehyde), C1CCOC1 (THF). The product is COCC1CCC(CC1)C(C)C (4-isopropylcyclohexylmethyl methyl ether). RXN SMILES: CO[C:3]([C:6]1[CH:13]=[CH:12][C:9]([CH:10]=[O:11])=[CH:8][CH:7]=1)([CH3:5])[CH3:4].[CH2:14]1COCC1>>[CH3:14][O:11][CH2:10][CH:9]1[CH2:12][CH2:13][CH:6]([CH:3]([CH3:5])[CH3:4])[CH2:7][CH2:8]1. Procedure details: In an autoclave, 405 g (2.5 moles) of the 4-(1-methoxy-1-methylethyl)-benzaldehyde obtained according to A, in 200 ml of THF, were flushed several times with nitrogen and hydrogen in the presence of 1 g of ruthenium hydroxide and then hydrogenated at 150° C. and under a hydrogen pressure of 300 bar until the pressure remained constant.